From a dataset of the Open Reaction Database (ORD), a public repository of structured organic reaction records. describe an organic reaction: reactants, conditions, products, and yield Starting materials: C[C@@H](CO)[C@H](C)OC1OCCCC1 ((2S,3S)-2-methyl-3-(2-tetrahydropyranyloxy)butanol), C(CCC)I (butyl iodide), C(C)(=O)OCC (ethyl acetate), [H-].[Na+] (sodium hydride). Procedure: In 40 ml of N,N-dimethylformamide were dissolved 5.0 g of the (2S,3S)-2-methyl-3-(2-tetrahydropyranyloxy)butanol obtained in Example 1 i) and 24.5 g of butyl iodide. Thereto was added 1.22 g of oily sodium hydride (about 60%) in small portions with ice-cooling. The mixture was stirred for 2 hours with ice-cooling. The reaction mixture was poured into 300 ml of ethyl acetate and the resulting mixture was stirred. The insoluble materials were removed by filtration. The filtrate was washed with wat... As a reaction SMILES: [CH3:1][C@H:2]([C@@H:5]([O:7][CH:8]1[CH2:13][CH2:12][CH2:11]CO1)C)[CH2:3][OH:4].[CH2:14](I)CCC.[H-].[Na+].C(OCC)(=O)C>CN(C)C=O>[CH2:8]([O:7][CH2:5][C@H:2]([CH3:1])[C@@H:3]([OH:4])[CH3:14])[CH2:13][CH2:12][CH3:11] |f:2.3|. Run at time 2 hour. Product: C(CCC)OC[C@@H]([C@H](C)O)C ((2S, 3S )-4-butoxy-3-methyl-2-butanol). The solvent is CN(C=O)C (N,N-dimethylformamide). The yield is 59.7%. Reactants: C(=C)N1C(CCC1)=O (vinylpyrrolidone), C(C)(=O)OC=C (vinyl acetate), C1CCCCC1 (cyclohexane). The solvent is CCCCCCC (heptane). Product: CC(=O)OC=C.C=CN1CCCC1=O (PVP/VA copolymer). RXN SMILES: [CH:1]([N:3]1[CH2:7][CH2:6][CH2:5][C:4]1=[O:8])=[CH2:2].[C:9]([O:12][CH:13]=[CH2:14])(=[O:11])[CH3:10].C1CCCCC1>CCCCCCC>[CH3:10][C:9]([O:12][CH:13]=[CH2:14])=[O:11].[CH2:2]=[CH:1][N:3]1[C:4](=[O:8])[CH2:5][CH2:6][CH2:7]1 |f:4.5|. Reported procedure: Zhong et al, U.S. Pat. No. 5,663,258, discloses strongly-swellable, moderately-crosslinked copolymers of vinylpyrrolidone and vinyl acetate (PVP/VA). The PVP/VA copolymer of the Zhong reference is formed by coprecipitation in an organic solvent, such as cyclohexane or heptane, in the presence of a free radical initiator and a crosslinker material, such as N,N′-divinylimidazolidone, 1-vinyl-3(E)-ethylidene pyrolidone, pentaerythritol triallyl ether, triallyl-1,3,5-triazine-2,4,6(1H,3H,5H)-trione ... Reactants: Nc1cccc(Br)c1, COCCOC, [Na+], [Na+], O=C([O-])[O-], O, OB(O)c1ccncc1. Yields the product Nc1cccc(-c2ccncc2)c1. RXN SMILES: [Br:1][c:2]1[cH:3][c:4]([NH2:5])[cH:6][cH:7][cH:8]1.[CH3:24][O:25][CH2:26][CH2:27][O:28][CH3:29].[Na+:10].[Na+:9].[O-:11][C:12](=[O:13])[O-:14].[OH2:30].[n:15]1[cH:16][cH:17][c:18]([B:21]([OH:22])[OH:23])[cH:19][cH:20]1>>[c:2]1(-[c:18]2[cH:17][cH:16][n:15][cH:20][cH:19]2)[cH:3][c:4]([NH2:5])[cH:6][cH:7][cH:8]1. Reaction SMILES: [CH2:12]1[CH2:13][NH:14][CH2:15][CH2:16][NH:17]1.[CH3:18][S:19]([CH3:20])=[O:21].[F:1][c:2]1[cH:3][cH:4][c:5]([C:6](=[O:7])[NH:8][CH3:9])[cH:10][cH:11]1>>[c:2]1([N:14]2[CH2:13][CH2:12][NH:17][CH2:16][CH2:15]2)[cH:3][cH:4][c:5]([C:6](=[O:7])[NH:8][CH3:9])[cH:10][cH:11]1. The reactants are C1CNCCN1, CS(C)=O, CNC(=O)c1ccc(F)cc1. Yields the product CNC(=O)c1ccc(N2CCNCC2)cc1. Reactants: CC(=O)c1nn(-c2c(Cl)cc(C(F)(F)F)cc2Cl)c(N)c1S(C)=O, CNO, CO, Cl, c1ccncc1. Yields the product CC(c1nn(-c2c(Cl)cc(C(F)(F)F)cc2Cl)c(N)c1S(C)=O)=[N+](C)[O-]. Reaction SMILES: [C:1]([CH3:2])(=[O:3])[c:4]1[n:5][n:6](-[c:13]2[c:14]([Cl:24])[cH:15][c:16]([C:20]([F:21])([F:22])[F:23])[cH:17][c:18]2[Cl:19])[c:7]([NH2:12])[c:8]1[S:9](=[O:10])[CH3:11].[CH3:26][NH:27][OH:28].[CH3:35][OH:36].[ClH:25].[cH:29]1[cH:30][cH:31][n:32][cH:33][cH:34]1>>[C:1]([CH3:2])([c:4]1[n:5][n:6](-[c:13]2[c:14]([Cl:24])[cH:15][c:16]([C:20]([F:21])([F:22])[F:23])[cH:17][c:18]2[Cl:19])[c:7]([NH2:12])[c:8]1[S:9](=[O:10])[CH3:11])=[N+:27]([CH3:26])[O-:28].